The task is: describe an organic reaction: reactants, conditions, products, and yield. This data is from the Open Reaction Database (ORD), a public repository of structured organic reaction records. The reactants are NC=1SC=2CNCCC2N1 (2-amino-4,5,6,7-tetrahydrothiazolo[5,4-c]pyridine), CN=C=S (methyl isothiocyanate). Solvent: CN(C=O)C (dimethylformamide). Product: NC=1SC=2CN(CCC2N1)C(NC)=S (2-Amino-5-(methyl-thiocarbamoyl)-4,5,6,7-tetrahydrothiazolo[5,4-c]pyridine). Isolated yield 54.7%. As a reaction SMILES: [NH2:1][C:2]1[S:3][C:4]2[CH2:5][NH:6][CH2:7][CH2:8][C:9]=2[N:10]=1.[CH3:11][N:12]=[C:13]=[S:14]>CN(C)C=O>[NH2:1][C:2]1[S:3][C:4]2[CH2:5][N:6]([C:13](=[S:14])[NH:12][CH3:11])[CH2:7][CH2:8][C:9]=2[N:10]=1. Procedure: 1.55 G (10 mmol) of 2-amino-4,5,6,7-tetrahydrothiazolo[5,4-c]pyridine was dissolved in 25 ml of dimethylformamide and the solution was cooled in an ice-water bath. 0.88 g (12 mmol) of methyl isothiocyanate was then added. After 71/2 hours the solvent was removed by evaporation and the residue (about 2.2 g) was crystallized from acetonitrile. 1.25 g (55% yield) of the pure title compound (m.p. 188°-190° C. with decomposition) were obtained. The reactants are C(C)(C)(C)[Si](C)(C)OC1=C(C=CC=C1C)F (tert-butyl(2-fluoro-6-methylphenoxy)dimethylsilane), Intermediate J, FC1=C(C(=CC=C1)C=C)O (2-fluoro-6-vinylphenol). The product is C(C)(C)(C)[Si](C)(C)OC1=C(C=CC=C1C=C)F (tert-Butyl(2-fluoro-6-vinylphenoxy)dimethylsilane). Reaction SMILES: [C:1]([Si:5]([O:8][C:9]1[C:14]([CH3:15])=[CH:13][CH:12]=[CH:11][C:10]=1[F:16])([CH3:7])[CH3:6])([CH3:4])([CH3:3])[CH3:2].F[C:18]1C=CC=C(C=C)C=1O>>[C:1]([Si:5]([O:8][C:9]1[C:14]([CH:15]=[CH2:18])=[CH:13][CH:12]=[CH:11][C:10]=1[F:16])([CH3:7])[CH3:6])([CH3:4])([CH3:3])[CH3:2]. Procedure details: The title compound was prepared in an analogous way to tert-butyl(2-fluoro-6-methylphenoxy)dimethylsilane in Step A of Intermediate J using 2-fluoro-6-vinylphenol. 1H NMR (500 MHz, CDCl3) δ 7.26 (m, 1H), 7.03 (dd, J=17.8, 11.1, 1H), 6.96 (m, 1H), 6.89-6.81 (m, 1H), 5.68 (dd, J=17.8, 1.3, 1H), 5.34-5.24 (m, 1H), 1.02 (s, 9H), 0.19 (d, J=2.4, 6H).